This data is from the Open Reaction Database (ORD), a public repository of structured organic reaction records. The task is: describe an organic reaction: reactants, conditions, products, and yield Starting materials: [Br-], CCCC[N+](CCCC)(CCCC)CCCC, CCN(C(C)C)C(C)C, ClCc1ccc(Cl)cc1, NNc1ccc(OCc2ccc3ccccc3n2)cc1. The product is NN(Cc1ccc(Cl)cc1)c1ccc(OCc2ccc3ccccc3n2)cc1. Reaction SMILES: [Br-:39].[CH3:40][CH2:41][CH2:42][CH2:43][N+:44]([CH2:45][CH2:46][CH2:47][CH3:48])([CH2:49][CH2:50][CH2:51][CH3:52])[CH2:53][CH2:54][CH2:55][CH3:56].[CH:30]([N:31]([CH:32]([CH3:33])[CH3:34])[CH2:35][CH3:36])([CH3:37])[CH3:38].[Cl:21][c:22]1[cH:23][cH:24][c:25]([CH2:26][Cl:27])[cH:28][cH:29]1.[n:1]1[c:2]([CH2:11][O:12][c:13]2[cH:14][cH:15][c:16]([NH:19][NH2:20])[cH:17][cH:18]2)[cH:3][cH:4][c:5]2[cH:6][cH:7][cH:8][cH:9][c:10]12>>[n:1]1[c:2]([CH2:11][O:12][c:13]2[cH:14][cH:15][c:16]([N:19]([NH2:20])[CH2:26][c:25]3[cH:24][cH:23][c:22]([Cl:21])[cH:29][cH:28]3)[cH:17][cH:18]2)[cH:3][cH:4][c:5]2[cH:6][cH:7][cH:8][cH:9][c:10]12. Reactants: CCCCCC (n-hexane). The solvent is C1(=CC=CC=C1)C (toluene), CO (methanol). The product is CCCCCCCCCCCCCCCCCCCCCC (n-docosane). As a reaction SMILES: [CH3:1][CH2:2][CH2:3][CH2:4][CH2:5][CH3:6]>C1(C)C=CC=CC=1.CO>[CH3:1][CH2:2][CH2:3][CH2:4][CH2:5][CH2:6][CH2:1][CH2:2][CH2:3][CH2:4][CH2:5][CH2:6][CH2:1][CH2:2][CH2:3][CH2:4][CH2:5][CH2:6][CH2:1][CH2:2][CH2:3][CH3:4]. Reported procedure: The results of the flux and retention tests of 1.0%, by weight, solutions of n-docosane in n-hexane and in toluene and of a 1.0%, by weight, solution of PEG 300 in methanol, evaluated at room temperature and a pressure of 40 bars, are mentioned in Table C. Reactants: BrC=1C=CC2=C(C(OCC(N2)=O)(C=2SC=CC2)CC)C1 (7-bromo-5-ethyl-5-thien-2-yl-1,5-dihydro-4,1-benzoxazepin-2(3H)-one), BrC=1C=C(OC1)C#N (4-bromo-2-cyanofuran). Yields the product C(C)C1(OCC(NC2=C1C=C(C=C2)C=2C=C(OC2)C#N)=O)C=2SC=CC2 (4-(5-Ethyl-2-oxo-5-thien-2-yl-1,2,3,5-tetrahydro-4,1-benzoxazepin-7-yl)-2-furonitrile). RXN SMILES: Br[C:2]1[CH:3]=[CH:4][C:5]2[NH:11][C:10](=[O:12])[CH2:9][O:8][C:7]([CH2:18][CH3:19])([C:13]3[S:14][CH:15]=[CH:16][CH:17]=3)[C:6]=2[CH:20]=1.Br[C:22]1[CH:23]=[C:24]([C:27]#[N:28])[O:25][CH:26]=1>>[CH2:18]([C:7]1([C:13]2[S:14][CH:15]=[CH:16][CH:17]=2)[C:6]2[CH:20]=[C:2]([C:22]3[CH:23]=[C:24]([C:27]#[N:28])[O:25][CH:26]=3)[CH:3]=[CH:4][C:5]=2[NH:11][C:10](=[O:12])[CH2:9][O:8]1)[CH3:19]. Reported procedure: Prepared from 7-bromo-5-ethyl-5-thien-2-yl-1,5-dihydro-4,1-benzoxazepin-2(3H)-one and 4-bromo-2-cyanofuran generally according to the procedures described in examples 82 and 1. A white solid: mp 99-100° C.; 1H NMR (DMSO-d6): δ 10.04 (s, 1H), 8.60 (s, 1H), 8.17 (s, 1H), 7.54-7.61 (m, 3H), 7.22 (d, J=8.45 Hz, 1H), 6.99 (dd, J=4.99, 3.60 Hz, 1H), 6.90 (dd, J=3.48, 1.02 Hz, 1H), 4.40, (d, J=15.42, 1H), 3.94 (d, J=15.47 Hz, 1H), 2.5 (m, 2H), 0.76 (t, J=7.02 Hz, 3H); MS (ESI) m/z 365 ([M+H]+); MS (ESI...